This data is from the Open Reaction Database (ORD), a public repository of structured organic reaction records. The task is: describe an organic reaction: reactants, conditions, products, and yield Reactants: C(C)N(C1=C(C=CC(=C1)OC)[C@H]1CC=2C=CC(=CC2CC1)OC(C(C)(C)C)=O)C(C1=CC(=C(C=C1)O)F)=O (pivalic acid (R)-6-{2-[ethyl(3-fluoro-4-hydroxybenzoyl)amino]-4-methoxyphenyl}-5,6,7,8-tetrahydronaphthalen-2-yl ester), ClCC(=O)N1CCCC1 (2-chloro-1-pyrrolidin-1-ylethanone). The product is C(C)N(C1=C(C=CC(=C1)OC)[C@H]1CC=2C=CC(=CC2CC1)O)CC1=CC(=C(C=C1)OCCN1CCCC1)F ((R)-6-{2-{Ethyl[3-fluoro-4-(2-pyrrolidin-1-ylethoxy)benzyl]amino}-4-methoxyphenyl}-5,6,7,8-tetrahydronaphthalen-2-ol). Yield: 13.5%. RXN SMILES: [CH2:1]([N:3]([C:29](=O)[C:30]1[CH:35]=[CH:34][C:33]([OH:36])=[C:32]([F:37])[CH:31]=1)[C:4]1[CH:9]=[C:8]([O:10][CH3:11])[CH:7]=[CH:6][C:5]=1[C@@H:12]1[CH2:21][CH2:20][C:19]2[CH:18]=[C:17]([O:22]C(=O)C(C)(C)C)[CH:16]=[CH:15][C:14]=2[CH2:13]1)[CH3:2].Cl[CH2:40][C:41]([N:43]1[CH2:47][CH2:46][CH2:45][CH2:44]1)=O>>[CH2:1]([N:3]([CH2:29][C:30]1[CH:35]=[CH:34][C:33]([O:36][CH2:40][CH2:41][N:43]2[CH2:47][CH2:46][CH2:45][CH2:44]2)=[C:32]([F:37])[CH:31]=1)[C:4]1[CH:9]=[C:8]([O:10][CH3:11])[CH:7]=[CH:6][C:5]=1[C@@H:12]1[CH2:21][CH2:20][C:19]2[CH:18]=[C:17]([OH:22])[CH:16]=[CH:15][C:14]=2[CH2:13]1)[CH3:2]. Procedure: Synthesized from pivalic acid (R)-6-{2-[ethyl(3-fluoro-4-hydroxybenzoyl)amino]-4-methoxyphenyl}-5,6,7,8-tetrahydronaphthalen-2-yl ester (20 mg) and 2-chloro-1-pyrrolidin-1-ylethanone (11 mg) according to an analogous synthetic method to Example 404 and purified by LC-MS, the title compound (2.7 mg) was obtained. Starting materials: O=C([O-])[O-], CN(C)C=O, [K+], [K+], OCc1cccc(CBr)c1, O=Cc1cccc(S)c1. Product: O=Cc1cccc(SCc2cccc(CO)c2)c1. Reaction SMILES: [C:20](=[O:21])([O-:22])[O-:23].[CH3:26][N:27]([CH3:28])[CH:29]=[O:30].[K+:24].[K+:25].[OH:10][CH2:11][c:12]1[cH:13][c:14]([CH2:15][Br:16])[cH:17][cH:18][cH:19]1.[SH:1][c:2]1[cH:3][c:4]([CH:5]=[O:6])[cH:7][cH:8][cH:9]1>>[S:1]([c:2]1[cH:3][c:4]([CH:5]=[O:6])[cH:7][cH:8][cH:9]1)[CH2:15][c:14]1[cH:13][c:12]([CH2:11][OH:10])[cH:19][cH:18][cH:17]1. Reactants: C(C1=CC=CC=C1)[C@@H]1N(CCN(C1)C1=CC(=C(C=C1)OC)OC1CCCC1)C(CCC(=O)OCC)=O ((S)-ethyl 4-(2-benzyl-4-(3-(cyclopentyloxy)-4-methoxyphenyl)piperazin-1-yl)-4-oxobutanoate), CN (methylamine), [C-]#N.[Na+] (sodium cyanide). The solvent is CCO (EtOH). Conditions: temperature 50 celsius. Product: C(C1=CC=CC=C1)[C@@H]1N(CCN(C1)C1=CC(=C(C=C1)OC)OC1CCCC1)C(CCC(=O)NC)=O ((S)-4-(2-benzyl-4-(3-(cyclopentyloxy)-4-methoxyphenyl)piperazin-1-yl)-N-methyl-4-oxobutanamide). Isolated yield 83.0%. Reaction SMILES: [CH2:1]([C@H:8]1[CH2:13][N:12]([C:14]2[CH:19]=[CH:18][C:17]([O:20][CH3:21])=[C:16]([O:22][CH:23]3[CH2:27][CH2:26][CH2:25][CH2:24]3)[CH:15]=2)[CH2:11][CH2:10][N:9]1[C:28](=[O:36])[CH2:29][CH2:30][C:31]([O:33]CC)=O)[C:2]1[CH:7]=[CH:6][CH:5]=[CH:4][CH:3]=1.[CH3:37][NH2:38].[C-]#N.[Na+]>CCO>[CH2:1]([C@H:8]1[CH2:13][N:12]([C:14]2[CH:19]=[CH:18][C:17]([O:20][CH3:21])=[C:16]([O:22][CH:23]3[CH2:27][CH2:26][CH2:25][CH2:24]3)[CH:15]=2)[CH2:11][CH2:10][N:9]1[C:28](=[O:36])[CH2:29][CH2:30][C:31]([NH:38][CH3:37])=[O:33])[C:2]1[CH:7]=[CH:6][CH:5]=[CH:4][CH:3]=1 |f:2.3|. Reported procedure: A solution of (S)-ethyl 4-(2-benzyl-4-(3-(cyclopentyloxy)-4-methoxyphenyl)piperazin-1-yl)-4-oxobutanoate (124 mg, 0.25 mmol) in a ˜33% methylamine solution in EtOH (5 mL) was treated with catalytic amount of sodium cyanide and allowed to heat at 50° C. for 3 days. The reaction mixture was then evaporated, washed with water and air dried to afford the title compound as a colorless foam (100 mg, 83%). LC/MS (Method B) 3.23 min, [M+1]+ 480. Starting materials: COC=1N=NC(=CC1C)C1CCC(CC1)C (3-Methoxy-4-methyl-6-(4-methylcyclohexyl)pyridazine), C1(CCCCC1)C=1N=NC(=C(C1C)C)OC (3-cyclohexyl-6-methoxy-4,5-dimethylpyridazine), C1(=CC=CC=C1)C1=CC=CN=N1 (6-phenylpyridazine). Product: C1(CCCCC1)C1=CC(=C(N=N1)OC)C (6-cyclohexyl-3-methoxy-4-methylpyridazine). As a reaction SMILES: [CH3:1][O:2][C:3]1[N:4]=[N:5][C:6]([CH:10]2[CH2:15][CH2:14][CH:13](C)[CH2:12][CH2:11]2)=[CH:7][C:8]=1[CH3:9].C1(C2N=NC(OC)=C(C)C=2C)CCCCC1.C1(C2N=NC=CC=2)C=CC=CC=1>>[CH:10]1([C:6]2[N:5]=[N:4][C:3]([O:2][CH3:1])=[C:8]([CH3:9])[CH:7]=2)[CH2:11][CH2:12][CH2:13][CH2:14][CH2:15]1. Procedure: A mixture of 4-methyl-3-methoxy-6-phenylpyridazine (5.0 g), platinum dioxide (400 mg) and trifluoroacetic acid (20 mL) is shaken in a Parr apparatus until hydrogen uptake ceases. The catalyst is removed by filtration, and the cake is washed with additional acid. The filtrate is poured into water and adjusted to basic ph with sodium hydroxide. The solids which precipitate are collected, washed with water, and dried to give 4.6 g (90%) of product which, on crystallization from pentane, gives an an...